Dataset: the Open Reaction Database (ORD), a public repository of structured organic reaction records. Task: describe an organic reaction: reactants, conditions, products, and yield Reactants: [N+](=O)([O-])C1=CC=C2C(=CNC2=C1)C1CCNCC1 (6-nitro-3-(piperidin-4-yl)-1H-indole), O1[C@@H](C1)COC1=C2C=CNC2=CC=C1 ((S)-(+)-4-(oxiranylmethoxy)-1H-indole). The product is [N+](=O)([O-])C1=CC=C2C(=CNC2=C1)C1CCN(CC1)C[C@@H](COC1=C2C=CNC2=CC=C1)O ((2S)-(+)-3-[4-(6-nitro-3-indolyl)piperidin-1-yl]-1-(4-indolyloxy)-2-propanol). RXN SMILES: [N+:1]([C:4]1[CH:12]=[C:11]2[C:7]([C:8]([CH:13]3[CH2:18][CH2:17][NH:16][CH2:15][CH2:14]3)=[CH:9][NH:10]2)=[CH:6][CH:5]=1)([O-:3])=[O:2].[O:19]1[CH2:21][C@H:20]1[CH2:22][O:23][C:24]1[CH:32]=[CH:31][CH:30]=[C:29]2[C:25]=1[CH:26]=[CH:27][NH:28]2>>[N+:1]([C:4]1[CH:12]=[C:11]2[C:7]([C:8]([CH:13]3[CH2:18][CH2:17][N:16]([CH2:21][C@H:20]([OH:19])[CH2:22][O:23][C:24]4[CH:32]=[CH:31][CH:30]=[C:29]5[C:25]=4[CH:26]=[CH:27][NH:28]5)[CH2:15][CH2:14]3)=[CH:9][NH:10]2)=[CH:6][CH:5]=1)([O-:3])=[O:2]. Procedure: The title compound was prepared in a fashion similar to that described in Example 193 from 6-nitro-3-(piperidin-4-yl)-1H-indole (0.49 g, 2.0 mmol) and (S)-(+)-4-(oxiranylmethoxy)-1H-indole (0.40 g, 2.1 mmol). The product was isolated as a yellow crystalline solid. Yield 0.34 g (37%). mp 212°-214° C. FDMS m/e=434 (M+ of free base).